Task: describe an organic reaction: reactants, conditions, products, and yield. Dataset: the Open Reaction Database (ORD), a public repository of structured organic reaction records The reactants are CI (methyl iodide), C(C=C)NC1=C(C=C(C=C1)[N+](=O)[O-])C (N-allyl-2-methyl-4-nitroaniline), [OH-].[Na+] (sodium hydroxide), resultant solution, ice water. The solvent is CS(=O)C (dimethyl sulfoxide). Run at time 1.5 hour. Product: C(C=C)N(C1=C(C=C(C=C1)[N+](=O)[O-])C)C (N-allyl-N-methyl-2-methyl-4-nitroaniline). The yield is 99.0%. As a reaction SMILES: [CH2:1]([NH:4][C:5]1[CH:10]=[CH:9][C:8]([N+:11]([O-:13])=[O:12])=[CH:7][C:6]=1[CH3:14])[CH:2]=[CH2:3].[OH-].[Na+].[CH3:17]I>CS(C)=O>[CH2:1]([N:4]([CH3:17])[C:5]1[CH:10]=[CH:9][C:8]([N+:11]([O-:13])=[O:12])=[CH:7][C:6]=1[CH3:14])[CH:2]=[CH2:3] |f:1.2|. Procedure: 20 g (104 mmol) of N-allyl-2-methyl-4-nitroaniline were dissolved in 600 ml of dimethyl sulfoxide. 41.6 g (1.04 mol) of sodium hydroxide powder were added to the resultant solution, whereupon the solution became deep red. 44.3 g (19.6 ml, 312 mmol) of methyl iodide were added in one portion, and the solution became red-brown. The red-brown solution was stirred at room temperature for from 1 to 2 hours, poured into 3 l of ice water and then extracted three times with 500 ml of dichloromethane in ... Reactants: O=C([O-])[O-], Cc1cc2cc(B3OC(C)(C)C(C)(C)O3)cnc2[nH]1, Cc1ccccc1, CCO, CC(O)CNc1nccc(-c2cn(C(C)C)nc2I)n1, [Na+], [Na+], c1ccc(P(c2ccccc2)(c2ccccc2)[Pd](P(c2ccccc2)(c2ccccc2)c2ccccc2)(P(c2ccccc2)(c2ccccc2)c2ccccc2)P(c2ccccc2)(c2ccccc2)c2ccccc2)cc1. Yields the product Cc1cc2cc(-c3nn(C(C)C)cc3-c3ccnc(NCC(C)O)n3)cnc2[nH]1. RXN SMILES: [C:40](=[O:41])([O-:42])[O-:43].[CH3:1][c:2]1[cH:3][c:4]2[c:5]([n:6][cH:7][c:8]([B:10]3[O:11][C:12]([CH3:13])([CH3:14])[C:15]([CH3:16])([CH3:17])[O:18]3)[cH:9]2)[nH:19]1.[CH3:46][c:47]1[cH:48][cH:49][cH:50][cH:51][cH:52]1.[CH3:53][CH2:54][OH:55].[I:20][c:21]1[n:22][n:23]([CH:37]([CH3:38])[CH3:39])[cH:24][c:25]1-[c:26]1[n:27][c:28]([NH:32][CH2:33][CH:34]([CH3:35])[OH:36])[n:29][cH:30][cH:31]1.[Na+:44].[Na+:45].[cH:56]1[cH:57][cH:58][c:59]([P:60]([Pd:61]([P:62]([c:63]2[cH:64][cH:65][cH:66][cH:67][cH:68]2)([c:69]2[cH:70][cH:71][cH:72][cH:73][cH:74]2)[c:75]2[cH:76][cH:77][cH:78][cH:79][cH:80]2)([P:81]([c:82]2[cH:83][cH:84][cH:85][cH:86][cH:87]2)([c:88]2[cH:89][cH:90][cH:91][cH:92][cH:93]2)[c:94]2[cH:95][cH:96][cH:97][cH:98][cH:99]2)[P:100]([c:101]2[cH:102][cH:103][cH:104][cH:105][cH:106]2)([c:107]2[cH:108][cH:109][cH:110][cH:111][cH:112]2)[c:113]2[cH:114][cH:115][cH:116][cH:117][cH:118]2)([c:119]2[cH:120][cH:121][cH:122][cH:123][cH:124]2)[c:125]2[cH:126][cH:127][cH:128][cH:129][cH:130]2)[cH:131][cH:132]1>>[CH3:1][c:2]1[cH:3][c:4]2[c:5]([n:6][cH:7][c:8](-[c:21]3[n:22][n:23]([CH:37]([CH3:38])[CH3:39])[cH:24][c:25]3-[c:26]3[n:27][c:28]([NH:32][CH2:33][CH:34]([CH3:35])[OH:36])[n:29][cH:30][cH:31]3)[cH:9]2)[nH:19]1. Starting materials: C(C)(=O)NC1=CC=C(C2=C1CCCCO2)C(=O)OC (methyl 6-acetylamino-2,3,4,5-tetrahydro-1-benzoxepin-9-carboxylate), [OH-].[Na+] (sodium hydroxide). Solvent: CO (methanol). Product: EtOAc hexanes, NC1=CC=C(C2=C1CCCCO2)C(=O)O (6-amino-2,3,4,5-tetrahydro-1-benzoxepin-9-carboxylic acid). Isolated yield 30.0%. Reaction SMILES: C([NH:4][C:5]1[C:10]2[CH2:11][CH2:12][CH2:13][CH2:14][O:15][C:9]=2[C:8]([C:16]([O:18]C)=[O:17])=[CH:7][CH:6]=1)(=O)C.[OH-].[Na+]>CO>[NH2:4][C:5]1[C:10]2[CH2:11][CH2:12][CH2:13][CH2:14][O:15][C:9]=2[C:8]([C:16]([OH:18])=[O:17])=[CH:7][CH:6]=1 |f:1.2|. Procedure details: To a solution of 5 g (19.0 mmol) of methyl 6-acetylamino-2,3,4,5-tetrahydro-1-benzoxepin-9-carboxylate in 10 ml of methanol is added 10 ml of a 10% aqueous sodium hydroxide solution in a single portion at room temperature. The reaction mixture is heated to reflux and maintained at that temperature for 2 hours. After cooling, methanol is removed in vacuo and the residue is diluted with water. The pH of the solution is adjusted to 7 with 1N HCl and the solution is extracted with CH2Cl2. The combin... Starting materials: C(C)(C)[Mg]Cl (isopropylmagnesium chloride), BrC1=NC=CC=C1 (2-bromopyridine), [1,1′-bis(diphenylphosphino)propane]nickel dichloride, BrC=1C=CC(=NC1)Cl (5-bromo-2-chloropyridine). Solvent: O1CCCC1 (tetrahydrofuran), O1CCCC1 (tetrahydrofuran), O1CCCC1 (tetrahydrofuran). Reaction conditions: temperature 10 celsius, time 1.5 hour. The product is ClC1=CC=C(C=N1)C1=NC=CC=C1 (6-chloro-3,2′-bipyridine). As a reaction SMILES: C([Mg]Cl)(C)C.Br[C:7]1[CH:8]=[CH:9][C:10]([Cl:13])=[N:11][CH:12]=1.Br[C:15]1[CH:20]=[CH:19][CH:18]=[CH:17][N:16]=1>O1CCCC1>[Cl:13][C:10]1[N:11]=[CH:12][C:7]([C:15]2[CH:20]=[CH:19][CH:18]=[CH:17][N:16]=2)=[CH:8][CH:9]=1. Procedure details: In a 300 mL inner volume flask replaced by nitrogen, tetrahydrofuran solution containing isopropylmagnesium chloride (19.5% by weight, 30.3 g, 57.5 mmol) was charged, and cooled at 10° C., and then, tetrahydrofuran solution (20 g) containing 5-bromo-2-chloropyridine (9.6 g, 50.0 mmol) was added dropwise in the range of 10 to 20° C. for 1.0 hour. After adding dropwise, the reaction mixture was stirred in the range of 10 to 20° C. for 1.5 hours, and then reaction mixture was added dropwise to the ... Starting materials: C(=O)C1CCN(CC1)C(=O)OCC1=CC=CC=C1 (4-formyl-piperidine-1-carboxylic acid, benzyl ester), CC(C)(C)[S@@](=O)N ((R)-2-methyl-2-propanesulfinamide). The reagents and catalysts are S(=O)(=O)([O-])[O-].[Cu+2] (copper(II) sulphate). Run in ClCCl (dichloromethane). Conditions: time 48 hour. The product is CC(C)(C)[S@@](=O)N[C@H](C1CCN(CC1)C(=O)OCC1=CC=CC=C1)C1=CC=CC=C1 (4-[(R)-[[(R)-(1,1-Dimethylethyl)sulfinyl]amino]phenylmethyl]-1-piperidinecarboxylic acid, phenylmethyl ester). Isolated yield 74.9%. Reaction SMILES: [CH:1]([CH:3]1[CH2:8][CH2:7][N:6]([C:9]([O:11][CH2:12][C:13]2[CH:18]=[CH:17][CH:16]=[CH:15][CH:14]=2)=[O:10])[CH2:5][CH2:4]1)=O.[CH3:19][C:20]([S@:23]([NH2:25])=[O:24])([CH3:22])[CH3:21]>S([O-])([O-])(=O)=O.[Cu+2].ClCCl>[CH3:19][C:20]([S@:23]([NH:25][C@@H:1]([C:13]1[CH:18]=[CH:17][CH:16]=[CH:15][CH:14]=1)[CH:3]1[CH2:8][CH2:7][N:6]([C:9]([O:11][CH2:12][C:13]2[CH:18]=[CH:17][CH:16]=[CH:15][CH:14]=2)=[O:10])[CH2:5][CH2:4]1)=[O:24])([CH3:22])[CH3:21] |f:2.3|. Procedure details: A mixture of 4-formyl-piperidine-1-carboxylic acid, benzyl ester (0.96 g), (R)-2-methyl-2-propanesulfinamide (0.51 g), anhydrous copper(II) sulphate (1.5 g) and dichloromethane (20 mL) was stirred at room temperature for 48 h. Copper(II) sulphate was filtered off and the filtrate concentrated. The residue was treated with dry dichloromethane (15 mL) and cooled to −78° C. A solution of phenylmagnesium bromide in diethyl ether (3M, 4 mL) was added dropwise. The mixture was slowly warmed to 0° C., ...